Dataset: the Open Reaction Database (ORD), a public repository of structured organic reaction records. Task: describe an organic reaction: reactants, conditions, products, and yield The reactants are CCOC(C)=O, CC(C)(C)OC(=O)N1C(CO)COC1(C)C, Cc1ccc(S(=O)(=O)Cl)cc1, c1ccncc1. Yields the product Cc1ccc(S(=O)(=O)OCC2COC(C)(C)N2C(=O)OC(C)(C)C)cc1. As a reaction SMILES: [CH3:34][CH2:35][O:36][C:37](=[O:38])[CH3:39].[OH:1][CH2:2][CH:3]1[N:4]([C:10](=[O:11])[O:12][C:13]([CH3:14])([CH3:15])[CH3:16])[C:5]([CH3:8])([CH3:9])[O:6][CH2:7]1.[c:17]1([CH3:27])[cH:18][cH:19][c:20]([S:23](=[O:24])(=[O:25])[Cl:26])[cH:21][cH:22]1.[cH:28]1[cH:29][cH:30][n:31][cH:32][cH:33]1>>[O:1]([CH2:2][CH:3]1[N:4]([C:10](=[O:11])[O:12][C:13]([CH3:14])([CH3:15])[CH3:16])[C:5]([CH3:8])([CH3:9])[O:6][CH2:7]1)[S:23]([c:20]1[cH:19][cH:18][c:17]([CH3:27])[cH:22][cH:21]1)(=[O:24])=[O:25]. Starting materials: CC(C)(C)OC(=O)C1CCCN1CC(O)C(Cc1ccccc1)NC(=O)C(N)CC(N)=O, CCN1CCOCC1, CCOC(C)=O, C(=NC1CCCCC1)=NC1CCCCC1, C1CCOC1, Oc1cccc2[nH]nnc12, O=C(O)CCCc1ccccc1. Yields the product CC(C)(C)OC(=O)C1CCCN1CC(O)C(Cc1ccccc1)NC(=O)C(CC(N)=O)NC(=O)CCCc1ccccc1. As a reaction SMILES: [C:1]([CH3:2])([CH3:3])([CH3:4])[O:5][C:6]([CH:7]1[N:8]([CH2:12][CH:13]([CH:14]([CH2:15][c:16]2[cH:17][cH:18][cH:19][cH:20][cH:21]2)[NH:22][C:23]([CH:24]([NH2:25])[CH2:26][C:27]([NH2:28])=[O:29])=[O:30])[OH:31])[CH2:9][CH2:10][CH2:11]1)=[O:32].[CH2:55]([N:56]1[CH2:57][CH2:58][O:59][CH2:60][CH2:61]1)[CH3:62].[CH3:83][CH2:84][O:85][C:86](=[O:87])[CH3:88].[CH:63]1([N:64]=[C:65]=[N:66][CH:67]2[CH2:68][CH2:69][CH2:70][CH2:71][CH2:72]2)[CH2:73][CH2:74][CH2:75][CH2:76][CH2:77]1.[O:78]1[CH2:79][CH2:80][CH2:81][CH2:82]1.[OH:45][c:46]1[c:47]2[n:48][n:49][nH:50][c:51]2[cH:52][cH:53][cH:54]1.[c:33]1([CH2:39][CH2:40][CH2:41][C:42](=[O:43])[OH:44])[cH:34][cH:35][cH:36][cH:37][cH:38]1>>[C:1]([CH3:2])([CH3:3])([CH3:4])[O:5][C:6]([CH:7]1[N:8]([CH2:12][CH:13]([CH:14]([CH2:15][c:16]2[cH:17][cH:18][cH:19][cH:20][cH:21]2)[NH:22][C:23]([CH:24]([NH:25][C:42]([CH2:41][CH2:40][CH2:39][c:33]2[cH:34][cH:35][cH:36][cH:37][cH:38]2)=[O:43])[CH2:26][C:27]([NH2:28])=[O:29])=[O:30])[OH:31])[CH2:9][CH2:10][CH2:11]1)=[O:32]. Reactants: CCOC(=O)c1cn(OC)c2nc3cc(F)c(F)cc3cc2c1=O, CC(=O)O, Cl, O. The product is COn1cc(C(=O)O)c(=O)c2cc3cc(F)c(F)cc3nc21. As a reaction SMILES: [CH2:1]([CH3:2])[O:3][C:4](=[O:5])[c:6]1[c:7](=[O:24])[c:8]2[cH:9][c:10]3[c:11]([n:12][c:13]2[n:14]([O:16][CH3:17])[cH:15]1)[cH:18][c:19]([F:23])[c:20]([F:22])[cH:21]3.[CH3:26][C:27](=[O:28])[OH:29].[ClH:25].[OH2:30]>>[O:3]=[C:4]([OH:5])[c:6]1[c:7](=[O:24])[c:8]2[cH:9][c:10]3[c:11]([n:12][c:13]2[n:14]([O:16][CH3:17])[cH:15]1)[cH:18][c:19]([F:23])[c:20]([F:22])[cH:21]3. The reactants are OC1=C(C=CC(=C1CCC)O)C(C)=O (1-(2,4-dihydroxy-3-propylphenyl)ethanone), C(C)OC(CCCOC1=C(C(=C(C=C1)C(C)=O)OCCOCCOS(=O)(=O)C)CCC)=O (4-[4-acetyl-3-[2-[2-[(methylsulfonyl)oxy]ethoxy]-ethoxy]-2-propylphenoxy]butanoic acid ethyl ester), C([O-])([O-])=O.[K+].[K+] (potassium carbonate). The solvent is CC(=O)C (acetone), CN(C=O)C (dimethylformamide). Yields the product C(C)OC(CCCOC1=C(C(=C(C=C1)C(C)=O)OCCOCCOC1=C(C(=C(C=C1)C(C)=O)O)CCC)CCC)=O (4-[4-acetyl-3-[2-[2-(4-acetyl-3-hydroxy-2-propylphenoxy)ethoxy]ethoxy]-2-propylphenoxy]butanoic acid ethyl ester). The yield is 17.7%. As a reaction SMILES: [OH:1][C:2]1[C:7]([CH2:8][CH2:9][CH3:10])=[C:6](O)[CH:5]=[CH:4][C:3]=1[C:12](=[O:14])[CH3:13].[CH2:15]([O:17][C:18](=[O:46])[CH2:19][CH2:20][CH2:21][O:22][C:23]1[CH:28]=[CH:27][C:26]([C:29](=[O:31])[CH3:30])=[C:25]([O:32][CH2:33][CH2:34][O:35][CH2:36][CH2:37][O:38]S(C)(=O)=O)[C:24]=1[CH2:43][CH2:44][CH3:45])[CH3:16].C(=O)([O-])[O-].[K+].[K+]>CC(C)=O.CN(C)C=O>[CH2:15]([O:17][C:18](=[O:46])[CH2:19][CH2:20][CH2:21][O:22][C:23]1[CH:28]=[CH:27][C:26]([C:29](=[O:31])[CH3:30])=[C:25]([O:32][CH2:33][CH2:34][O:35][CH2:36][CH2:37][O:38][C:6]2[CH:5]=[CH:4][C:3]([C:12](=[O:14])[CH3:13])=[C:2]([OH:1])[C:7]=2[CH2:8][CH2:9][CH3:10])[C:24]=1[CH2:43][CH2:44][CH3:45])[CH3:16] |f:2.3.4|. Procedure: A mixture of 1 g (0.0052 mol) of 1-(2,4-dihydroxy-3-propylphenyl)ethanone, 2.45 g (0.0052 mol) of 4-[4-acetyl-3-[2-[2-[(methylsulfonyl)oxy]ethoxy]-ethoxy]-2-propylphenoxy]butanoic acid ethyl ester and 2.6 g (0.019 mol) of anhydrous potassium carbonate in 100 ml of anhydrous acetone and 50 ml of anhydrous dimethylformamide was stirred at reflux for 19 hours. The reaction mixture was filtered and the filtrate was concentrated in vacuo to an oil which was treated with ethyl acetate and sodium chlor... Reactants: CNC(=O)Cc1ccccc1Br, CCO, [Na+], [Na+], O=C([O-])[O-], CC(Oc1ccc(B(O)O)cc1)C(O)CCc1cccnc1, c1ccc(P(c2ccccc2)(c2ccccc2)[Pd](P(c2ccccc2)(c2ccccc2)c2ccccc2)(P(c2ccccc2)(c2ccccc2)c2ccccc2)P(c2ccccc2)(c2ccccc2)c2ccccc2)cc1. The product is CNC(=O)Cc1ccccc1-c1ccc(OC(C)C(O)CCc2cccnc2)cc1. RXN SMILES: [Br:23][c:24]1[c:25]([CH2:30][C:31](=[O:32])[NH:33][CH3:34])[cH:26][cH:27][cH:28][cH:29]1.[CH3:41][CH2:42][OH:43].[Na+:35].[Na+:36].[O-:37][C:38](=[O:39])[O-:40].[OH:1][CH:2]([CH:3]([O:4][c:5]1[cH:6][cH:7][c:8]([B:11]([OH:12])[OH:13])[cH:9][cH:10]1)[CH3:14])[CH2:15][CH2:16][c:17]1[cH:18][n:19][cH:20][cH:21][cH:22]1.[cH:44]1[cH:45][cH:46][c:47]([P:48]([Pd:49]([P:50]([c:51]2[cH:52][cH:53][cH:54][cH:55][cH:56]2)([c:57]2[cH:58][cH:59][cH:60][cH:61][cH:62]2)[c:63]2[cH:64][cH:65][cH:66][cH:67][cH:68]2)([P:69]([c:70]2[cH:71][cH:72][cH:73][cH:74][cH:75]2)([c:76]2[cH:77][cH:78][cH:79][cH:80][cH:81]2)[c:82]2[cH:83][cH:84][cH:85][cH:86][cH:87]2)[P:88]([c:89]2[cH:90][cH:91][cH:92][cH:93][cH:94]2)([c:95]2[cH:96][cH:97][cH:98][cH:99][cH:100]2)[c:101]2[cH:102][cH:103][cH:104][cH:105][cH:106]2)([c:107]2[cH:108][cH:109][cH:110][cH:111][cH:112]2)[c:113]2[cH:114][cH:115][cH:116][cH:117][cH:118]2)[cH:119][cH:120]1>>[OH:1][CH:2]([CH:3]([O:4][c:5]1[cH:6][cH:7][c:8](-[c:24]2[c:25]([CH2:30][C:31](=[O:32])[NH:33][CH3:34])[cH:26][cH:27][cH:28][cH:29]2)[cH:9][cH:10]1)[CH3:14])[CH2:15][CH2:16][c:17]1[cH:18][n:19][cH:20][cH:21][cH:22]1.